This data is from the Open Reaction Database (ORD), a public repository of structured organic reaction records. The task is: describe an organic reaction: reactants, conditions, products, and yield Reactants: FC1=C(C(=O)O)C(=CC=C1)F (2,6-difluorobenzoic acid), CC1=NC=C(C=N1)C(CN)N1CCOCC1 (2-(2-methylpyrimidin-5-yl)-2-morpholinoethanamine). Yields the product FC1=C(C(=O)NCC(N2CCOCC2)C=2C=NC(=NC2)C)C(=CC=C1)F (2,6-difluoro-N-(2-(2-methylpyrimidin-5-yl)-2-morpholinoethyl)benzamide). As a reaction SMILES: [F:1][C:2]1[CH:10]=[CH:9][CH:8]=[C:7]([F:11])[C:3]=1[C:4]([OH:6])=O.[CH3:12][C:13]1[N:18]=[CH:17][C:16]([CH:19]([N:22]2[CH2:27][CH2:26][O:25][CH2:24][CH2:23]2)[CH2:20][NH2:21])=[CH:15][N:14]=1>>[F:11][C:7]1[CH:8]=[CH:9][CH:10]=[C:2]([F:1])[C:3]=1[C:4]([NH:21][CH2:20][CH:19]([C:16]1[CH:17]=[N:18][C:13]([CH3:12])=[N:14][CH:15]=1)[N:22]1[CH2:23][CH2:24][O:25][CH2:26][CH2:27]1)=[O:6]. Procedure: From 2,6-difluorobenzoic acid and 2-(2-methylpyrimidin-5-yl)-2-morpholinoethanamine. Starting materials: C(C)N(C1=C(C=C(C(=C1)OC)OC)[C@H]1CC=2C=CC(=CC2CC1)OC(C(C)(C)C)=O)C(C1=CC=C(C=C1)O)=O (pivalic acid (R)-6-{2-[ethyl(4-hydroxybenzoyl)amino]-4,5-dimethoxyphenyl}-5,6,7,8-tetrahydronaphthalen-2-yl ester), ClCC(=O)N(C1CCOCC1)C (2-chloro-N-methyl-N-(tetrahydropyran-4-yl)acetamide). The product is C(C)N(C1=C(C=C(C(=C1)OC)OC)[C@H]1CC=2C=CC(=CC2CC1)O)CC1=CC=C(C=C1)OCCN(C1CCOCC1)C ((R)-6-{2-{Ethyl{4-{2-[methyl(tetrahydropyran-4-yl)amino]ethoxy}benzyl}amino}-4,5-dimethoxyphenyl}-5,6,7,8-tetrahydronaphthalen-2-ol). Yield: 23.7%. Reaction SMILES: [CH2:1]([N:3]([C:31](=O)[C:32]1[CH:37]=[CH:36][C:35]([OH:38])=[CH:34][CH:33]=1)[C:4]1[CH:9]=[C:8]([O:10][CH3:11])[C:7]([O:12][CH3:13])=[CH:6][C:5]=1[C@@H:14]1[CH2:23][CH2:22][C:21]2[CH:20]=[C:19]([O:24]C(=O)C(C)(C)C)[CH:18]=[CH:17][C:16]=2[CH2:15]1)[CH3:2].Cl[CH2:41][C:42]([N:44]([CH3:51])[CH:45]1[CH2:50][CH2:49][O:48][CH2:47][CH2:46]1)=O>>[CH2:1]([N:3]([CH2:31][C:32]1[CH:33]=[CH:34][C:35]([O:38][CH2:41][CH2:42][N:44]([CH3:51])[CH:45]2[CH2:50][CH2:49][O:48][CH2:47][CH2:46]2)=[CH:36][CH:37]=1)[C:4]1[CH:9]=[C:8]([O:10][CH3:11])[C:7]([O:12][CH3:13])=[CH:6][C:5]=1[C@@H:14]1[CH2:23][CH2:22][C:21]2[CH:20]=[C:19]([OH:24])[CH:18]=[CH:17][C:16]=2[CH2:15]1)[CH3:2]. Procedure details: Synthesized from pivalic acid (R)-6-{2-[ethyl(4-hydroxybenzoyl)amino]-4,5-dimethoxyphenyl}-5,6,7,8-tetrahydronaphthalen-2-yl ester (16 mg) and 2-chloro-N-methyl-N-(tetrahydropyran-4-yl)acetamide (10 mg) according to an analogous synthetic method to Example 404 and purified by LC-MS, the title compound (4.1 mg) was obtained. Reactants: Cl (HCl), C(=O)(OCC)C1OC2=C(C(=CC=C2C(C1)O)OCCCCCOC1=C(C(=C(C=C1)C(C)=O)O)CCC)CCC (2-carboethoxy-7-[5-(2-n-propyl-3-hydroxy-4-acetylphenoxy)pentoxy]-4-hydroxy-8-n-propylchroman), [OH-].[Na+] (NaOH), O1CCCC1 (tetrahydrofuran). Run in C(C)O (ethanol). Product: C(CC)C1=C(OCCCCCOC2=CC=C3C(CC(OC3=C2CCC)C(=O)O)O)C=CC(=C1O)C(C)=O (7-[5-(2-n-propyl-3-hydroxy-4-acetylphenoxy)pentoxy]-4-hydroxy-8-n-propylchroman-2-carboxylic acid). As a reaction SMILES: [C:1]([CH:6]1[CH2:15][CH:14]([OH:16])[C:13]2[C:8](=[C:9]([CH2:37][CH2:38][CH3:39])[C:10]([O:17][CH2:18][CH2:19][CH2:20][CH2:21][CH2:22][O:23][C:24]3[CH:29]=[CH:28][C:27]([C:30](=[O:32])[CH3:31])=[C:26]([OH:33])[C:25]=3[CH2:34][CH2:35][CH3:36])=[CH:11][CH:12]=2)[O:7]1)([O:3]CC)=[O:2].O1CCCC1.[OH-].[Na+].Cl>C(O)C>[CH2:34]([C:25]1[C:26]([OH:33])=[C:27]([C:30](=[O:32])[CH3:31])[CH:28]=[CH:29][C:24]=1[O:23][CH2:22][CH2:21][CH2:20][CH2:19][CH2:18][O:17][C:10]1[C:9]([CH2:37][CH2:38][CH3:39])=[C:8]2[C:13]([CH:14]([OH:16])[CH2:15][CH:6]([C:1]([OH:3])=[O:2])[O:7]2)=[CH:12][CH:11]=1)[CH2:35][CH3:36] |f:2.3|. Procedure: 1.2 g (2.2 mmole) of the compound of Example 28 dissolved in 20 ml ethanol and 35 ml tetrahydrofuran was saponified with 0.3 g NaOH, the reaction mixture acidified with dilute HCl to pH 3 and extracted with ethyl acetate. The organic phase was washed with water until neutral, then with brine and dried with magnesium sulfate. The crude residue after evaporation of the solvent was triturated with benzene and 0.18 (16%) of the title compound as a white solid, mp 95.5°-97.5° C., separated by filtrat... Reactants: Cl.Cl.NC1CN2CCC1CC2 (3-aminoquinuclidine dihydrochloride), [OH-].[Na+] (sodium hydroxide), ice. Run in O (water). Yields the product Cl.NC1CN2CCC1CC2 (3-aminoquinuclidine monohydrochloride). RXN SMILES: [ClH:1].Cl.[NH2:3][CH:4]1[CH:9]2[CH2:10][CH2:11][N:6]([CH2:7][CH2:8]2)[CH2:5]1.[OH-].[Na+]>O>[ClH:1].[NH2:3][CH:4]1[CH:9]2[CH2:10][CH2:11][N:6]([CH2:7][CH2:8]2)[CH2:5]1 |f:0.1.2,3.4,6.7|. Procedure details: To a reactor having an agitator were added 11 liters of water, 7.30 kg (36.7 mole) of 3-aminoquinuclidine dihydrochloride and a solution made by mixing 2.93 kg (36.7 mole) of 50% sodium hydroxide and 2.44 kg of crushed ice to give a solution of 3-aminoquinuclidine monohydrochloride. To the cooled reactor solution (30° C.) was added a solution of 45 liters of pyridineand 8.12 kg (40.3 moles, i.e., an excess over the 3-aminoquinuclidine) of 4-amino-5-chloro-2-methoxybenzoic acid, an additional 10 ... Starting materials: CC(=O)Nc1nc(C)c(-c2ccc(S(=O)(=O)Cl)s2)s1, CN1CCNCC1, CCN(C(C)C)C(C)C, ClCCl, O. Product: CC(=O)Nc1nc(C)c(-c2ccc(S(=O)(=O)N3CCN(C)CC3)s2)s1. As a reaction SMILES: [C:1]([CH3:2])(=[O:3])[NH:4][c:5]1[s:6][c:7](-[c:11]2[cH:12][cH:13][c:14]([S:16](=[O:17])(=[O:18])[Cl:19])[s:15]2)[c:8]([CH3:10])[n:9]1.[CH3:20][N:21]1[CH2:22][CH2:23][NH:24][CH2:25][CH2:26]1.[CH:27]([N:28]([CH2:29][CH3:30])[CH:31]([CH3:32])[CH3:33])([CH3:34])[CH3:35].[Cl:37][CH2:38][Cl:39].[OH2:36]>>[C:1]([CH3:2])(=[O:3])[NH:4][c:5]1[s:6][c:7](-[c:11]2[cH:12][cH:13][c:14]([S:16](=[O:17])(=[O:18])[N:24]3[CH2:23][CH2:22][N:21]([CH3:20])[CH2:26][CH2:25]3)[s:15]2)[c:8]([CH3:10])[n:9]1. The reactants are CCO, ClCCl, Cl, O=Cc1ccc([N+](=O)[O-])s1, NO, [Na+], [OH-], O. Yields the product O=[N+]([O-])c1ccc(C=NO)s1. RXN SMILES: [CH2:17]([OH:18])[CH3:19].[Cl:20][CH2:21][Cl:22].[ClH:11].[N+:1](=[O:2])([O-:3])[c:4]1[cH:5][cH:6][c:7]([CH:9]=[O:10])[s:8]1.[NH2:12][OH:13].[Na+:15].[OH-:14].[OH2:16]>>[N+:1](=[O:2])([O-:3])[c:4]1[cH:5][cH:6][c:7]([CH:9]=[N:12][OH:13])[s:8]1. Reactants: [N+](=O)([O-])C1=C(N)C=CC=C1 (2-nitroaniline), ClC(C(O)O)(Cl)Cl (chloral hydrate), Cl.NO (hydroxylamine hydrochloride), S(=O)(=O)([O-])[O-].[Na+].[Na+] (sodium sulphate). Product: ON=CC(=O)NC1=C(C=CC=C1)[N+](=O)[O-] (2-Hydroxyimino-N-(2-nitro-phenyl)-acetamide). RXN SMILES: Cl[C:2](Cl)(Cl)[CH:3]([OH:5])O.Cl.[NH2:9][OH:10].S([O-])([O-])(=O)=O.[Na+].[Na+].[N+:18]([C:21]1[CH:27]=[CH:26][CH:25]=[CH:24][C:22]=1[NH2:23])([O-:20])=[O:19]>O.Cl>[OH:10][N:9]=[CH:2][C:3]([NH:23][C:22]1[CH:24]=[CH:25][CH:26]=[CH:27][C:21]=1[N+:18]([O-:20])=[O:19])=[O:5] |f:1.2,3.4.5|. Solvent: Cl (HCl), O (water). Isolated yield 79.7%. Run at time 8 hour. Procedure: A solution of chloral hydrate (29 g, 175 mmol), hydroxylamine hydrochloride (69.4 g, 1000 mmol) and anhydrous sodium sulphate (21 g, 149 mmol) in water (800 mL) was heated to 65° C. To this a suspension, 2-nitroaniline (20 g, 150 mmol) in 2 molar aqueous HCl (20 mL) was added. This mixture was stirred overnight at the same temperature, then cooled to room temperature. The precipitated product was collected by filtration, washed with water dried in a vacuum oven to give 25 g of the required produ... The reactants are BrC(C)C1=CC=CC=C1 ((1-Bromoethyl)benzene), CN(C=O)C (N,N-Dimethylformamide), [H-].[Na+] (NaH), C(#N)C1=C(N=C(S1)N1CCOCC1)NC(C)=O (N-[5-cyano-2-(4-morpholinyl)-1,3-thiazol-4-yl]acetamide). Solvent: O1CCCC1 (Tetrahydrofuran), CCOC(=O)C (EtOAc). Run at temperature 50 celsius. Yields the product C(#N)C1=C(N=C(S1)N1CCOCC1)N(C(C)=O)C(C)C1=CC=CC=C1 (N-[5-cyano-2-(4-morpholinyl)-1,3-thiazol-4-yl]-N-(1-phenylethyl)acetamide). The yield is 84.9%. As a reaction SMILES: [H-].[Na+].[C:3]([C:5]1[S:9][C:8]([N:10]2[CH2:15][CH2:14][O:13][CH2:12][CH2:11]2)=[N:7][C:6]=1[NH:16][C:17](=[O:19])[CH3:18])#[N:4].Br[CH:21]([C:23]1[CH:28]=[CH:27][CH:26]=[CH:25][CH:24]=1)[CH3:22].CN(C)C=O>O1CCCC1.CCOC(C)=O>[C:3]([C:5]1[S:9][C:8]([N:10]2[CH2:15][CH2:14][O:13][CH2:12][CH2:11]2)=[N:7][C:6]=1[N:16]([CH:21]([C:23]1[CH:28]=[CH:27][CH:26]=[CH:25][CH:24]=1)[CH3:22])[C:17](=[O:19])[CH3:18])#[N:4] |f:0.1|. Reported procedure: NaH (43.6 mg, 1.090 mmol) was added to a suspension of N-[5-cyano-2-(4-morpholinyl)-1,3-thiazol-4-yl]acetamide (250 mg, 0.991 mmol) in Tetrahydrofuran (THF) (8 mL) at 0° C. The resulting mixture was stirred at 0° C. for 10 min. (1-Bromoethyl)benzene (183 mg, 0.991 mmol) was added dropwise. N,N-Dimethylformamide (DMF) (2 mL) was added. The reaction mixture was heated at 50° C. overnight. LCMS showed the reaction was almost completed. EtOAc was added and washed with H2O, brine and dried (Na2SO4). ...